From a dataset of the Open Reaction Database (ORD), a public repository of structured organic reaction records. describe an organic reaction: reactants, conditions, products, and yield The reactants are CCOC(=O)N1CCC2(CC1CN1C(=O)c3ccccc3C1=O)OCCO2, Cl, C1CCOC1. The product is CCOC(=O)N1CCC(=O)CC1CN1C(=O)c2ccccc2C1=O. Reaction SMILES: [CH2:1]([CH3:2])[O:3][C:4](=[O:5])[N:6]1[CH:7]([CH2:16][N:17]2[C:18](=[O:27])[c:19]3[cH:20][cH:21][cH:22][cH:23][c:24]3[C:25]2=[O:26])[CH2:8][C:9]2([O:10][CH2:13][CH2:12][O:11]2)[CH2:14][CH2:15]1.[ClH:28].[O:29]1[CH2:30][CH2:31][CH2:32][CH2:33]1>>[CH2:1]([CH3:2])[O:3][C:4](=[O:5])[N:6]1[CH:7]([CH2:16][N:17]2[C:18](=[O:27])[c:19]3[cH:20][cH:21][cH:22][cH:23][c:24]3[C:25]2=[O:26])[CH2:8][C:9](=[O:10])[CH2:14][CH2:15]1. Starting materials: O=C([O-])[O-], CN(C)CCCl, CCOC(C)=O, Cl, [K+], [K+], O=C1CCc2cc([N+](=O)[O-])ccc2N1, CN(C)C=O, O. The product is CN(C)CCN1C(=O)CCc2cc([N+](=O)[O-])ccc21. As a reaction SMILES: [C:22](=[O:23])([O-:24])[O-:25].[CH3:16][N:17]([CH3:18])[CH2:19][CH2:20][Cl:21].[CH3:34][CH2:35][O:36][C:37](=[O:38])[CH3:39].[ClH:15].[K+:26].[K+:27].[N+:1](=[O:2])([O-:3])[c:4]1[cH:5][c:6]2[c:11]([cH:12][cH:13]1)[NH:10][C:9](=[O:14])[CH2:8][CH2:7]2.[O:28]=[CH:29][N:30]([CH3:31])[CH3:32].[OH2:33]>>[N+:1](=[O:2])([O-:3])[c:4]1[cH:5][c:6]2[c:11]([cH:12][cH:13]1)[N:10]([CH2:20][CH2:19][N:17]([CH3:16])[CH3:18])[C:9](=[O:14])[CH2:8][CH2:7]2.